From a dataset of the Open Reaction Database (ORD), a public repository of structured organic reaction records. describe an organic reaction: reactants, conditions, products, and yield The reactants are CC(C)([O-])C.[K+] (potassium tert-butoxide), C1(=CC=CC=C1)N1N=NN=C1S (1-phenyl-5-mercaptotetrazole), ClC1(OC(=O)C2=CC=CC=C12)C1=C(C=C(C=C1)Cl)Cl (3-chloro-3-(2,4-dichlorophenyl)phthalide). Run in CN(C=O)C (dimethylformamide), CN(C=O)C (dimethylformamide). Run at time 20 minute. Product: C1(=CC=CC=C1)N1N=NN=C1SC1(OC(=O)C2=CC=CC=C12)C1=C(C=C(C=C1)Cl)Cl (3-(1-phenyl-tetrazole-5-ylthio)-3-(2,4-dichlorophenyl)phthalide). RXN SMILES: CC(C)([O-])C.[K+].[C:7]1([N:13]2[C:17]([SH:18])=[N:16][N:15]=[N:14]2)[CH:12]=[CH:11][CH:10]=[CH:9][CH:8]=1.Cl[C:20]1([C:30]2[CH:35]=[CH:34][C:33]([Cl:36])=[CH:32][C:31]=2[Cl:37])[C:29]2[C:24](=[CH:25][CH:26]=[CH:27][CH:28]=2)[C:22](=[O:23])[O:21]1>CN(C)C=O>[C:7]1([N:13]2[C:17]([S:18][C:20]3([C:30]4[CH:35]=[CH:34][C:33]([Cl:36])=[CH:32][C:31]=4[Cl:37])[C:29]4[C:24](=[CH:25][CH:26]=[CH:27][CH:28]=4)[C:22](=[O:23])[O:21]3)=[N:16][N:15]=[N:14]2)[CH:8]=[CH:9][CH:10]=[CH:11][CH:12]=1 |f:0.1|. Procedure: To 300 ml of dried dimethylformamide, was added 5.6 g (0.05 mol.) of potassium tert-butoxide and 8.9 g (0.05 mol.) of 1-phenyl-5-mercaptotetrazole. The mixture was stirred for 20 minutes at room temperature. Thereafter, to the mixture which was cooled to 5° C. and kept there, was added gradually dropwise a solution prepared by adding 13 g (0.04 mol.) of 3-chloro-3-(2,4-dichlorophenyl)phthalide in 75 ml of dried dimethylformamide. After dropwise addition, the cooling bath was removed, and the mix... Starting materials: CCC(O)c1ccccc1Br, O=C([O-])O, Cc1ccccc1, [Na+], Cc1ccc(S(=O)(=O)O)cc1. Product: CC=Cc1ccccc1Br. RXN SMILES: [Br:12][c:13]1[c:14]([CH:19]([CH2:20][CH3:21])[OH:22])[cH:15][cH:16][cH:17][cH:18]1.[C:23](=[O:24])([OH:25])[O-:26].[CH3:28][c:29]1[cH:30][cH:31][cH:32][cH:33][cH:34]1.[Na+:27].[c:1]1([CH3:2])[cH:3][cH:4][c:5]([S:6]([OH:7])(=[O:8])=[O:9])[cH:10][cH:11]1>>[Br:12][c:13]1[c:14]([CH:19]=[CH:20][CH3:21])[cH:15][cH:16][cH:17][cH:18]1. Reactants: CCN=C=NCCCN(C)C, O=C(O)C=Cc1ccc(NC2CCN(C(=O)c3ccc(Cl)cc3)C2)cc1, NOC1CCCCO1, CN(C)C=O, O, On1nnc2ccccc21. Product: O=C(C=Cc1ccc(NC2CCN(C(=O)c3ccc(Cl)cc3)C2)cc1)NOC1CCCCO1. RXN SMILES: [CH3:45][CH2:46][N:47]=[C:48]=[N:49][CH2:50][CH2:51][CH2:52][N:53]([CH3:54])[CH3:55].[Cl:1][c:2]1[cH:3][cH:4][c:5]([C:6](=[O:7])[N:8]2[CH2:9][CH:10]([NH:13][c:14]3[cH:15][cH:16][c:17]([CH:20]=[CH:21][C:22](=[O:23])[OH:24])[cH:18][cH:19]3)[CH2:11][CH2:12]2)[cH:25][cH:26]1.[O:27]1[CH:28]([O:33][NH2:34])[CH2:29][CH2:30][CH2:31][CH2:32]1.[O:56]=[CH:57][N:58]([CH3:59])[CH3:60].[OH2:61].[OH:35][n:36]1[c:37]2[c:38]([cH:39][cH:40][cH:41][cH:42]2)[n:43][n:44]1>>[Cl:1][c:2]1[cH:3][cH:4][c:5]([C:6](=[O:7])[N:8]2[CH2:9][CH:10]([NH:13][c:14]3[cH:15][cH:16][c:17]([CH:20]=[CH:21][C:22](=[O:23])[NH:34][O:33][CH:28]4[O:27][CH2:32][CH2:31][CH2:30][CH2:29]4)[cH:18][cH:19]3)[CH2:11][CH2:12]2)[cH:25][cH:26]1. Starting materials: CC(=S)C(c1ccccc1)C(C(C)C)N1CCCC1, CC(=S)C(c1ccccc1)C(c1ccccc1)N1CCCCC1. The product is SC(c1ccccc1)C(c1ccccc1)N1CCCCC1. As a reaction SMILES: [CH3:1][CH:2]([CH3:3])[CH:4]([N:5]1[CH2:6][CH2:8][CH2:9][CH2:10]1)[CH:11]([c:12]1[cH:13][cH:14][cH:15][cH:16][cH:17]1)[C:18](=[S:7])[CH3:19].[c:20]1([CH:26]([CH:27]([N:28]2[CH2:29][CH2:30][CH2:31][CH2:32][CH2:33]2)[c:34]2[cH:35][cH:36][cH:37][cH:38][cH:39]2)[C:40](=[S:41])[CH3:42])[cH:21][cH:22][cH:23][cH:24][cH:25]1>>[SH:7][CH:26]([c:20]1[cH:21][cH:22][cH:23][cH:24][cH:25]1)[CH:27]([N:28]1[CH2:29][CH2:30][CH2:31][CH2:32][CH2:33]1)[c:34]1[cH:35][cH:36][cH:37][cH:38][cH:39]1. The reactants are C(C)OC(C(=C(C)C(=O)OC)C(=O)OCC)=O (2-ethoxycarbonyl-3-methoxycarbonyl-but-2-enoic acid ethyl ester), C(C)OC(N(C)C)OCC (dimethylformamide diethyl acetal), CN(C)C=O (DMF). The solvent is C1=CC=CC=C1 (benzene). Conditions: temperature 80 celsius. Yields the product C(C)OC(C(=C(C=CN(C)C)C(=O)OC)C(=O)OCC)=O (5-Dimethylamino-2-ethoxycarbonyl-3-methoxycarbonyl-penta-2,4-dienoic acid ethyl ester). Yield: 44.0%. Reaction SMILES: [CH2:1]([O:3][C:4](=[O:17])[C:5]([C:12]([O:14][CH2:15][CH3:16])=[O:13])=[C:6]([C:8]([O:10][CH3:11])=[O:9])[CH3:7])[CH3:2].C(O[CH:21](OCC)[N:22]([CH3:24])[CH3:23])C.CN(C=O)C>C1C=CC=CC=1>[CH2:1]([O:3][C:4](=[O:17])[C:5]([C:12]([O:14][CH2:15][CH3:16])=[O:13])=[C:6]([C:8]([O:10][CH3:11])=[O:9])[CH:7]=[CH:21][N:22]([CH3:24])[CH3:23])[CH3:2]. Procedure: A mixture of 2-ethoxycarbonyl-3-methoxycarbonyl-but-2-enoic acid ethyl ester (15 g, 61.5 mmol), dimethylformamide diethyl acetal (11.1 mL, 64.5 mmol) and DMF (15 mL) was heated at 80° C. for 5 h. After the mixture was cooled, 200 mL of benzene was added, and the resulting mixture was washed several times with 1 M HCl and water. The organic layer was dried over MgSO4 and concentrated to give an orange solid, which was recrystallized from hexanes/CCl4 to give 8.1 g of the title compound as a brigh... Reaction SMILES: Br[C:2]1[CH:3]=[CH:4][C:5]2[N:6]([C:8]([C:11]3[CH:16]=[CH:15][C:14]([F:17])=[CH:13][C:12]=3[F:18])=[CH:9][N:10]=2)[CH:7]=1.[F:19][C:20]1[CH:25]=[CH:24][C:23]([N:26]2[C:30](B3OC(C)(C)C(C)(C)O3)=[CH:29][CH:28]=[N:27]2)=[CH:22][CH:21]=1>>[F:18][C:12]1[CH:13]=[C:14]([F:17])[CH:15]=[CH:16][C:11]=1[C:8]1[N:6]2[CH:7]=[C:2]([C:30]3[N:26]([C:23]4[CH:24]=[CH:25][C:20]([F:19])=[CH:21][CH:22]=4)[N:27]=[CH:28][CH:29]=3)[CH:3]=[CH:4][C:5]2=[N:10][CH:9]=1. Starting materials: solid, BrC=1C=CC=2N(C1)C(=CN2)C2=C(C=C(C=C2)F)F (6-bromo-3-(2,4-difluoro-phenyl)-imidazo[1,2-a]pyridine), BrC=1C=CC=2N(C1)C(=CN2)C2=C(C=C(C=C2)F)F (6-bromo-3-(2,4-difluoro-phenyl)-imidazo[1,2-a]pyridine), FC1=CC=C(C=C1)N1N=CC=C1B1OC(C(O1)(C)C)(C)C (1-(4-fluoro-phenyl)-5-(4,4,5,5-tetramethyl-1,3,2-dioxaborolan-2-yl)-1H-pyrazole), FC1=CC=C(C=C1)N1N=CC=C1B1OC(C(O1)(C)C)(C)C (1-(4-fluoro-phenyl)-5-(4,4,5,5-tetramethyl-1,3,2-dioxaborolan-2-yl)-1H-pyrazole). Yields the product FC1=C(C=CC(=C1)F)C1=CN=C2N1C=C(C=C2)C=2N(N=CC2)C2=CC=C(C=C2)F (3-(2,4-Difluoro-phenyl)-6-[2-(4-fluoro-phenyl)-2H-pyrazol-3-yl]-imidazo[1,2-a]pyridine). Reported procedure: The title compound, white solid (56 mg, 44%), MS (ISP) m/z=391.5 [(M+H)+], mp 168° C., was prepared in accordance with the general method of example 1 from 6-bromo-3-(2,4-difluoro-phenyl)-imidazo[1,2-a]pyridine (intermediate K) (0.1 g, 0.324 mmol) and 1-(4-fluoro-phenyl)-5-(4,4,5,5-tetramethyl-1,3,2-dioxaborolan-2-yl)-1H-pyrazole (intermediate A) (0.11 mg, 0.38 mmol). Starting materials: FC=1C=C(C=CC1O)CC(=O)O ((3-Fluoro-4-hydroxy-phenyl)-acetic acid), CO (methanol), S(=O)(Cl)Cl (thionyl chloride). Reaction conditions: temperature 85 celsius. The product is FC=1C=C(C=CC1O)CC(=O)OC (Methyl (3-fluoro-4-hydroxyphenyl)acetate), solid. Reaction SMILES: [F:1][C:2]1[CH:3]=[C:4]([CH2:9][C:10]([OH:12])=[O:11])[CH:5]=[CH:6][C:7]=1[OH:8].S(Cl)(Cl)=O.[CH3:17]O>>[F:1][C:2]1[CH:3]=[C:4]([CH2:9][C:10]([O:12][CH3:17])=[O:11])[CH:5]=[CH:6][C:7]=1[OH:8]. Procedure: (3-Fluoro-4-hydroxy-phenyl)-acetic acid (25 g, 150 mmol) was dissolved in methanol (100 mL), and thionyl chloride (5 mL) was added dropwise to the solution. The solution was heated to 85° C. for 16 hours. The reaction mixture was allowed to cool and evaporated to dryness in vacuo. The residue was partitioned between ethyl acetate and saturated NaHCO3. The organic layer was dried over MgSO4, filtered, and the filtrate was evaporated to dryness under reduced pressure to yield the crude title compo... Reactants: NC(=O)c1nn(-c2ccc(OCc3ccccc3)cc2)c2c1CCc1ccc(NC(=O)c3ccccc3Cl)cc1-2, O=C(O)C(F)(F)F. The product is NC(=O)c1nn(-c2ccc(O)cc2)c2c1CCc1ccc(NC(=O)c3ccccc3Cl)cc1-2. Reaction SMILES: [CH2:1]([c:2]1[cH:3][cH:4][cH:5][cH:6][cH:7]1)[O:8][c:9]1[cH:10][cH:11][c:12](-[n:15]2[n:16][c:17]([C:38](=[O:39])[NH2:40])[c:18]3[c:23]2-[c:22]2[c:21]([cH:27][cH:26][c:25]([NH:28][C:29]([c:30]4[c:31]([Cl:36])[cH:32][cH:33][cH:34][cH:35]4)=[O:37])[cH:24]2)[CH2:20][CH2:19]3)[cH:13][cH:14]1.[F:41][C:42]([F:43])([F:44])[C:45]([OH:46])=[O:47]>>[OH:8][c:9]1[cH:10][cH:11][c:12](-[n:15]2[n:16][c:17]([C:38](=[O:39])[NH2:40])[c:18]3[c:23]2-[c:22]2[c:21]([cH:27][cH:26][c:25]([NH:28][C:29]([c:30]4[c:31]([Cl:36])[cH:32][cH:33][cH:34][cH:35]4)=[O:37])[cH:24]2)[CH2:20][CH2:19]3)[cH:13][cH:14]1. Reactants: CC(=O)O, CN(C(=O)c1cc(C(F)(F)F)cc(C(F)(F)F)c1)C1CCNCC1c1ccc(Cl)c(Cl)c1, Cl. Product: CC(=O)N1CCC(N(C)C(=O)c2cc(C(F)(F)F)cc(C(F)(F)F)c2)C(c2ccc(Cl)c(Cl)c2)C1. As a reaction SMILES: [CH3:34][C:35]([OH:36])=[O:37].[Cl:2][c:3]1[cH:4][c:5]([CH:10]2[CH2:11][NH:12][CH2:13][CH2:14][CH:15]2[N:16]([C:17]([c:18]2[cH:19][c:20]([C:28]([F:29])([F:30])[F:31])[cH:21][c:22]([C:24]([F:25])([F:26])[F:27])[cH:23]2)=[O:32])[CH3:33])[cH:6][cH:7][c:8]1[Cl:9].[ClH:1]>>[Cl:2][c:3]1[cH:4][c:5]([CH:10]2[CH2:11][N:12]([C:35]([CH3:34])=[O:36])[CH2:13][CH2:14][CH:15]2[N:16]([C:17]([c:18]2[cH:19][c:20]([C:28]([F:29])([F:30])[F:31])[cH:21][c:22]([C:24]([F:25])([F:26])[F:27])[cH:23]2)=[O:32])[CH3:33])[cH:6][cH:7][c:8]1[Cl:9].